From a dataset of the Open Reaction Database (ORD), a public repository of structured organic reaction records. describe an organic reaction: reactants, conditions, products, and yield The reactants are C(C)(=O)N[C@@H]1C(=O)O[C@@H]([C@H]1C(=O)OC)C (2(S)-acetamido-3(S)-methoxycarbonyl-4(R)-pentanolide). Run in Cl (hydrochloric acid). Run at temperature 0 celsius. Product: N[C@@H]1C(=O)O[C@@H]([C@H]1C(=O)O)C (2(S)-amino-3(S)-carboxy-4(R)-pentanolide). Reaction SMILES: C([NH:4][C@H:5]1[C@H:10]([C:11]([O:13]C)=[O:12])[C@@H:9]([CH3:15])[O:8][C:6]1=[O:7])(=O)C>Cl>[NH2:4][C@H:5]1[C@H:10]([C:11]([OH:13])=[O:12])[C@@H:9]([CH3:15])[O:8][C:6]1=[O:7]. Reported procedure: 114.4 g of 2(S)-acetamido-3(S)-methoxycarbonyl-4(R)-pentanolide are heated at 120° C. for 24 hours in semi-concentrated hydrochloric acid. The solution is slowly cooled to 0° C., and the precipitate is filtered off, washed with ethyl acetate, dried under a high vacuum and recrystallised from methanol. Hydrochloride of the title compound, [α]D20 =-21.5° (1% in H2O), m.p. >250° C. The free title compound is obtained by treating the hydrochloride with an excess of propylene oxide in hot methanol, [... The reactants are CS(=O)(=O)C=1C=C(SC1)C(=O)Cl (4-methylsulfonyl-2-thiophenecarbonyl chloride), ClC=1C=C2CC(N(C2=CC1)C(=O)N)=O (5-chloro-2-oxindole-1-carboxamide). The reagents and catalysts are CN(C)C1=CC=NC=C1 (4-(N,N-dimethylamino)pyridine). Solvent: C(C)(=O)O (acetic acid). The product is ClC=1C=C2C(C(N(C2=CC1)C(=O)N)=O)C(C1=CC(=CS1)S(=O)(=O)C)=O (5-chloro-3-(4-methylsulfonyl-2-thenoyl)-2-oxindole -1-carboxamide). Yield: 49.0%. RXN SMILES: [CH3:1][S:2]([C:5]1[CH:6]=[C:7]([C:10](Cl)=[O:11])[S:8][CH:9]=1)(=[O:4])=[O:3].[Cl:13][C:14]1[CH:15]=[C:16]2[C:20](=[CH:21][CH:22]=1)[N:19]([C:23]([NH2:25])=[O:24])[C:18](=[O:26])[CH2:17]2>CN(C1C=CN=CC=1)C.C(O)(=O)C>[Cl:13][C:14]1[CH:15]=[C:16]2[C:20](=[CH:21][CH:22]=1)[N:19]([C:23]([NH2:25])=[O:24])[C:18](=[O:26])[CH:17]2[C:10](=[O:11])[C:7]1[S:8][CH:9]=[C:5]([S:2]([CH3:1])(=[O:4])=[O:3])[CH:6]=1. Reported procedure: The title compound was prepared according to the procedure of Example 32. The reaction of 10 ml of thionyl chloride with 1.39 g (6.7 mmoles) of 4-methylsulfonyl-2-thiophenecarboxylic acid (prepared according to Arndt, F., et al., Chem. Ber. 94:1757 (1961)) gave 1.54 g of the crude acid chloride as a solid. The entire amount of 4-methylsulfonyl-2-thiophenecarbonyl chloride was coupled to 1.28 g (6.1 mmoles) of 5-chloro-2-oxindole-1-carboxamide in the presence of 2.24 g (18.3 mmoles) 4-(N,N-dimeth...